This data is from the Open Reaction Database (ORD), a public repository of structured organic reaction records. The task is: describe an organic reaction: reactants, conditions, products, and yield The reactants are COc1ccc(Cn2cc(C(=O)C=Cc3ccc([N+](=O)[O-])cc3)nn2)cc1, O=C(O)C(F)(F)F. Yields the product O=C(C=Cc1ccc([N+](=O)[O-])cc1)c1c[nH]nn1. Reaction SMILES: [CH3:1][O:2][c:3]1[cH:4][cH:5][c:6]([CH2:7][n:8]2[n:9][n:10][c:11]([C:13]([CH:14]=[CH:15][c:16]3[cH:17][cH:18][c:19]([N+:22](=[O:23])[O-:24])[cH:20][cH:21]3)=[O:25])[cH:12]2)[cH:26][cH:27]1.[F:28][C:29]([F:30])([F:31])[C:32]([OH:33])=[O:34]>>[nH:8]1[n:9][n:10][c:11]([C:13]([CH:14]=[CH:15][c:16]2[cH:17][cH:18][c:19]([N+:22](=[O:23])[O-:24])[cH:20][cH:21]2)=[O:25])[cH:12]1. Reactants: ClC=1C=C(C(=O)NC2=C(C=CC(=C2)Cl)C=2CCN(CC2)C(CN2N=C(C=C2C)C)=O)C=CC1 (3-chloro-N-(5-chloro-2-{1-[2-(3,5-dimethyl-pyrazol-1-yl)-acetyl]-1,2,3,6-tetrahydro-pyridin-4-yl}-phenyl)-benzamide). Reagents/catalysts: [Pd] (Pd). Run in C(C)O (ethanol). Reaction conditions: time 20 hour. The product is ClC=1C=CC(=C(C1)NC(C1=CC=CC=C1)=O)C1CCN(CC1)C(CN1N=C(C=C1C)C)=O (N-(5-chloro-2-{1-[2-(3,5-dimethyl-pyrazol-1-yl)-acetyl]-piperidin-4-yl}-phenyl)-benzamide). Yield: 10.7%. RXN SMILES: Cl[C:2]1[CH:3]=[C:4]([CH:31]=[CH:32][CH:33]=1)[C:5]([NH:7][C:8]1[CH:13]=[C:12]([Cl:14])[CH:11]=[CH:10][C:9]=1[C:15]1[CH2:16][CH2:17][N:18]([C:21](=[O:30])[CH2:22][N:23]2[C:27]([CH3:28])=[CH:26][C:25]([CH3:29])=[N:24]2)[CH2:19][CH:20]=1)=[O:6]>C(O)C.[Pd]>[Cl:14][C:12]1[CH:11]=[CH:10][C:9]([CH:15]2[CH2:16][CH2:17][N:18]([C:21](=[O:30])[CH2:22][N:23]3[C:27]([CH3:28])=[CH:26][C:25]([CH3:29])=[N:24]3)[CH2:19][CH2:20]2)=[C:8]([NH:7][C:5](=[O:6])[C:4]2[CH:31]=[CH:32][CH:33]=[CH:2][CH:3]=2)[CH:13]=1. Reported procedure: To a solution of 3-chloro-N-(5-chloro-2-{1-[2-(3,5-dimethyl-pyrazol-1-yl)-acetyl]-1,2,3,6-tetrahydro-pyridin-4-yl}-phenyl)-benzamide (0.100 g, 0.207 mmol) in ethanol (5 mL) is added Pd on 5% activated carbon (10 mg) in a round bottom flask and the mixture is purged three times and back filled with H2 using a H2 filled balloon. The reaction is allowed to stir at room temperature for 20 h. The reaction is filtered through a pad of diatomaceous earth and washed with MeOH. The filtrate is concentrat...